This data is from the Open Reaction Database (ORD), a public repository of structured organic reaction records. The task is: describe an organic reaction: reactants, conditions, products, and yield Run in alcohol. Yields the product COC(=O)C1=C(N(C(=C(C1C1=CC=C(C=C1)OCC(CNC(C)C)O)C(=O)OC)C)C)C (1,2,6-Trimethyl-4-[4-(3-isopropylamino-2-hydroxypropoxy)-phenyl]-1,4-dihydropyridine-3,5-dicarboxylic acid dimethyl ester). Isolated yield 90.0%. Procedure details: Eleven grams of 1,2,6-trimethyl-4-[4-(2,3-epoxypropoxy)-phenyl]-1,4-dihydropyridine-3,5-dicarboxylic acid dimethyl ester (melting point 126°), 3 g of isopropylamine and 40 ml of alcohol are heated at reflux overnight, concentrated in vacuo and treated with acetone. The product precipitates as the hydrochloride salt, white crystals of melting point 211°-212°C, in a yield of 90% of theory. As a reaction SMILES: [CH3:1][O:2][C:3]([C:5]1[CH:10]([C:11]2[CH:16]=[CH:15][C:14]([O:17][CH2:18][CH:19]3[O:21][CH2:20]3)=[CH:13][CH:12]=2)[C:9]([C:22]([O:24][CH3:25])=[O:23])=[C:8]([CH3:26])[N:7]([CH3:27])[C:6]=1[CH3:28])=[O:4].[CH:29]([NH2:32])([CH3:31])[CH3:30]>>[CH3:1][O:2][C:3]([C:5]1[CH:10]([C:11]2[CH:12]=[CH:13][C:14]([O:17][CH2:18][CH:19]([OH:21])[CH2:20][NH:32][CH:29]([CH3:31])[CH3:30])=[CH:15][CH:16]=2)[C:9]([C:22]([O:24][CH3:25])=[O:23])=[C:8]([CH3:26])[N:7]([CH3:27])[C:6]=1[CH3:28])=[O:4]. Starting materials: COC(=O)C1=C(N(C(=C(C1C1=CC=C(C=C1)OCC1CO1)C(=O)OC)C)C)C (1,2,6-trimethyl-4-[4-(2,3-epoxypropoxy)-phenyl]-1,4-dihydropyridine-3,5-dicarboxylic acid dimethyl ester), C(C)(C)N (isopropylamine). The reactants are Cc1ccccc1, CCOCC, S=C=Nc1ccc(Cl)cc1, Cc1ccc(COc2cccnc2N)cc1. Yields the product Cc1ccc(COc2cccnc2NC(=S)Nc2ccc(Cl)cc2)cc1. As a reaction SMILES: [CH3:27][c:28]1[cH:29][cH:30][cH:31][cH:32][cH:33]1.[CH3:34][CH2:35][O:36][CH2:37][CH3:38].[Cl:17][c:18]1[cH:19][cH:20][c:21]([N:24]=[C:25]=[S:26])[cH:22][cH:23]1.[NH2:1][c:2]1[n:3][cH:4][cH:5][cH:6][c:7]1[O:8][CH2:9][c:10]1[cH:11][cH:12][c:13]([CH3:16])[cH:14][cH:15]1>>[NH:1]([c:2]1[n:3][cH:4][cH:5][cH:6][c:7]1[O:8][CH2:9][c:10]1[cH:11][cH:12][c:13]([CH3:16])[cH:14][cH:15]1)[C:25]([NH:24][c:21]1[cH:20][cH:19][c:18]([Cl:17])[cH:23][cH:22]1)=[S:26]. The reactants are ice water, ClC1=C(OCC(=O)O)C=CC(=C1Cl)C(C)=O ([2,3-dichloro-4-(1-oxo-ethyl)phenoxy]acetic acid), C(C1=CC=CC=C1)=O (benzaldehyde), [OH-].[Na+] (NaOH), Cl (hydrochloric acid). Solvent: O (water), C(C)O (ethanol), C(C)O (ethanol). The product is ClC1=C(OCC(=O)O)C=CC(=C1Cl)C(C=CC1=CC=CC=C1)=O ([2,3-dichloro-4-(1-oxo-3-phenyl-2-propenyl)phenoxy]acetic acid). The yield is 41.3%. RXN SMILES: [Cl:1][C:2]1[C:12]([Cl:13])=[C:11]([C:14](=[O:16])[CH3:15])[CH:10]=[CH:9][C:3]=1[O:4][CH2:5][C:6]([OH:8])=[O:7].[CH:17](=O)[C:18]1[CH:23]=[CH:22][CH:21]=[CH:20][CH:19]=1.[OH-].[Na+].Cl>C(O)C.O>[Cl:1][C:2]1[C:12]([Cl:13])=[C:11]([C:14](=[O:16])[CH:15]=[CH:17][C:18]2[CH:23]=[CH:22][CH:21]=[CH:20][CH:19]=2)[CH:10]=[CH:9][C:3]=1[O:4][CH2:5][C:6]([OH:8])=[O:7] |f:2.3|. Procedure: To a stirred suspension of [2,3-dichloro-4-(1-oxo-ethyl)phenoxy]acetic acid (15.78 g 0.06 mole) in 75 ml ethanol was added benzaldehyde (7.95 g, 0.075 mole) with stirring under nitrogen, followed by NaOH (8.0 g, 0.20 mole) in 16 ml of water. An additional 150 ml of ethanol was added and stirring was continued. The reaction mixture was heated at reflux for 11/2 hours, poured into ice water and acidified with hydrochloric acid. The mixture was extracted with ethyl acetate and methylene chloride, w... Reactants: C(C1=CC=CC=C1)OC(=O)NC[C@H](C(=O)O)C[C@@H](CCCC(C)C)C (2(R)-(Benzyloxycarbonylamino-methyl)-4(R),8-dimethyl-nonanoic acid), [H][H] (hydrogen). The product is NCC(C(=O)O)CC(CCCC(C)C)C (2-aminomethyl-4,8-dimethyl nonanoic acid). Isolated yield 67.3%. RXN SMILES: C(OC([NH:11][CH2:12][C@@H:13]([CH2:17][C@H:18]([CH3:25])[CH2:19][CH2:20][CH2:21][CH:22]([CH3:24])[CH3:23])[C:14]([OH:16])=[O:15])=O)C1C=CC=CC=1.[H][H]>>[NH2:11][CH2:12][CH:13]([CH2:17][CH:18]([CH3:25])[CH2:19][CH2:20][CH2:21][CH:22]([CH3:24])[CH3:23])[C:14]([OH:16])=[O:15]. Procedure: 2(R)-(Benzyloxycarbonylamino-methyl)-4(R),8-dimethyl-nonanoic acid (0.148 g, 0.566 mmol) was treated with hydrogen in the presence of 20% pd/C to give 0.082 g of 2-aminomethyl-4,8-dimethyl nonanoic acid after filtration and purification via silica gel chromatography (85/15 CH2Cl2/MeOH). m/z 216.3 (M+). Reactants: C(C)(C)C1C2C=CC(C1)C2 (5-isopropyl-2-norbornene), C=CCCCC (1-hexene), [I-].C(C)[Al+]CC (diethylaluminum iodide). Solvent: C1(=CC=CC=C1)C (toluene). Conditions: time 1 hour. The product is C(C)(C)C1C2C=CC(C1)C2.C=CCCCC (5-Isopropyl-2-Norbornene 1-Hexene). RXN SMILES: [CH:1]([CH:4]1[CH2:9][CH:8]2[CH2:10][CH:5]1[CH:6]=[CH:7]2)([CH3:3])[CH3:2].[CH2:11]=[CH:12][CH2:13][CH2:14][CH2:15][CH3:16].[I-].C([Al+]CC)C>C1(C)C=CC=CC=1>[CH:1]([CH:4]1[CH2:9][CH:8]2[CH2:10][CH:5]1[CH:6]=[CH:7]2)([CH3:3])[CH3:2].[CH2:11]=[CH:12][CH2:13][CH2:14][CH2:15][CH3:16] |f:2.3,5.6|. Procedure: 50 ml dry toluene cosolvent, 7 ml 5-isopropyl-2-norbornene, 0.5 ml of the 1-hexene solution, and 0.6 ml of the diethylaluminum iodide solution were charged to a dry, nitrogen-purged 7 oz. bottle. 0.75 ml of the MoCl5 solution was charged last, and the bottle was shaken. After 1 hour the reaction was shortstopped using a mixture of 0.1 ml ethanolamine and 0.5 ml Solution A. 1 ml of an antioxidant solution was also added (0.1 g/ml of Ethyl 330 in toluene; Ethyl 330 is 1,3,5-trimethyl-2,4,6-tris [3... The reactants are C(C1=CC=CC=C1)N1CC[C@H]2CC3=C(C=C(C=C3[C@H]2C1)C1=C(C=C(C=C1)C(F)(F)F)Cl)C (cis-3-benzyl-6-(2-chloro-4-trifluoromethyl-phenyl)-8-methyl-2,3,4,4a,9,9a-hexahydro-1H-3-aza-fluorene), C(C)(=O)O (acetic acid). The reagents and catalysts are [OH-].[OH-].[Pd+2] (Pd(OH)2). Solvent: CO (MeOH). Reaction conditions: temperature 20 celsius, time 10 hour. Product: ClC1=C(C=CC(=C1)C(F)(F)F)C=1C=C2[C@H]3CNCC[C@H]3CC2=C(C1)C (cis-6-(2-Chloro-4-trifluoromethyl-phenyl)-8-methyl-2,3,4,4a,9,9a-hexahydro-1H-3-aza-fluorene). Yield: 80.0%. Reaction SMILES: C([N:8]1[CH2:20][C@H:19]2[C@H:11]([CH2:12][C:13]3[C:18]2=[CH:17][C:16]([C:21]2[CH:26]=[CH:25][C:24]([C:27]([F:30])([F:29])[F:28])=[CH:23][C:22]=2[Cl:31])=[CH:15][C:14]=3[CH3:32])[CH2:10][CH2:9]1)C1C=CC=CC=1.C(O)(=O)C>CO.[OH-].[OH-].[Pd+2]>[Cl:31][C:22]1[CH:23]=[C:24]([C:27]([F:30])([F:28])[F:29])[CH:25]=[CH:26][C:21]=1[C:16]1[CH:17]=[C:18]2[C:13](=[C:14]([CH3:32])[CH:15]=1)[CH2:12][C@H:11]1[C@@H:19]2[CH2:20][NH:8][CH2:9][CH2:10]1 |f:3.4.5|. Procedure: To a solution of cis-3-benzyl-6-(2-chloro-4-trifluoromethyl-phenyl)-8-methyl-2,3,4,4a,9,9a-hexahydro-1H-3-aza-fluorene (25 mg, 0.055 mmol) in MeOH (1.5 mL) was added Pd(OH)2 (5.0 mg, 20 wt %) and catalytic amount of acetic acid. The reaction mixture was stirred at 20° C. for 10 h under H2 atmosphere, filtered through celite and concentrated in vacuo. The residue was chromatographed in silica gel column (CH2Cl2/MeOH 95/5) to give the title compound (16 mg, 0.044 mmol): MS (ES) 366.1 (M+H). Reactants: COc1ccc(S(=O)(=O)Cl)cc1C(=O)O, ClCCl, O=S(Cl)Cl, Cc1ccc(S(=O)(=O)CCO)cc1. Yields the product COc1ccc(S(=O)(=O)Cl)cc1C(=O)OCCS(=O)(=O)c1ccc(C)cc1. RXN SMILES: [Cl:1][S:2](=[O:3])(=[O:4])[c:5]1[cH:6][cH:7][c:8]([O:14][CH3:15])[c:9]([C:10](=[O:11])[OH:12])[cH:13]1.[Cl:33][CH2:34][Cl:35].[S:16]([Cl:17])([Cl:18])=[O:19].[c:20]1([CH3:32])[cH:21][cH:22][c:23]([S:26](=[O:27])(=[O:28])[CH2:29][CH2:30][OH:31])[cH:24][cH:25]1>>[Cl:1][S:2](=[O:3])(=[O:4])[c:5]1[cH:6][cH:7][c:8]([O:14][CH3:15])[c:9]([C:10](=[O:11])[O:12][CH2:30][CH2:29][S:26]([c:23]2[cH:22][cH:21][c:20]([CH3:32])[cH:25][cH:24]2)(=[O:27])=[O:28])[cH:13]1. The reactants are BrC1=CC(=CC=2NC(=NC21)Cl)C(F)(F)F (4-Bromo-2-chloro-6-trifluoromethyl-1H-benzoimidazole), ClC=1C(=NC=CC1)N1C[C@H](NCC1)C ((3R)-1-(3-chloropyridin-2-yl)-3-methylpiperazine). The product is BrC1=CC(=CC2=C1NC(=N2)N2[C@@H](CN(CC2)C2=NC=CC=C2Cl)C)C(F)(F)F (7-Bromo-2-[(2R)-4-(3-chloropyridin-2-yl)-2-methylpiperazin-1-yl]-5-(trifluoromethyl)-1H-benzoimidazole). RXN SMILES: [Br:1][C:2]1[C:10]2[N:9]=[C:8](Cl)[NH:7][C:6]=2[CH:5]=[C:4]([C:12]([F:15])([F:14])[F:13])[CH:3]=1.[Cl:16][C:17]1[C:18]([N:23]2[CH2:28][CH2:27][NH:26][C@H:25]([CH3:29])[CH2:24]2)=[N:19][CH:20]=[CH:21][CH:22]=1>>[Br:1][C:2]1[C:10]2[NH:9][C:8]([N:26]3[CH2:27][CH2:28][N:23]([C:18]4[C:17]([Cl:16])=[CH:22][CH:21]=[CH:20][N:19]=4)[CH2:24][C@H:25]3[CH3:29])=[N:7][C:6]=2[CH:5]=[C:4]([C:12]([F:15])([F:14])[F:13])[CH:3]=1. Procedure details: 4-Bromo-2-chloro-6-trifluoromethyl-1H-benzoimidazole (1.2 g, 4 mmol, Example 6b) reacted with (3R)-1-(3-chloropyridin-2-yl)-3-methylpiperazine (0.95 g, 4.5 mmol, Example 74a) under the conditions of Example 3c to give the title compound as a light-yellow solid. MS (ESI, pos. ion) m/z: 474 (M+1). Starting materials: CC(C)(C)OC(=O)NC(C)(C(=O)N1CCOCC1)c1ccccc1, Cl, C1COCCO1. Product: Cl, CC(N)(C(=O)N1CCOCC1)c1ccccc1. Reaction SMILES: [C:1]([O:2][C:3](=[O:4])[NH:8][C:9]([C:10](=[O:11])[N:12]1[CH2:13][CH2:14][O:15][CH2:16][CH2:17]1)([c:18]1[cH:19][cH:20][cH:21][cH:22][cH:23]1)[CH3:24])([CH3:5])([CH3:6])[CH3:7].[ClH:25].[O:26]1[CH2:27][CH2:28][O:29][CH2:30][CH2:31]1>>[ClH:25].[NH2:8][C:9]([C:10](=[O:11])[N:12]1[CH2:13][CH2:14][O:15][CH2:16][CH2:17]1)([c:18]1[cH:19][cH:20][cH:21][cH:22][cH:23]1)[CH3:24]. The reactants are [H-].[Na+] (sodium hydride), Cl (hydrochloric acid), C(=O)OC (methyl formate), C[C@@H]1CN(C[C@H](C1)C)CCCOC1=CC=C(C=C1)C(C)=O (trans-3,5-dimethyl-1-[3-(4-acetylphenoxy)propyl]piperidine). Solvent: O1CCCC1 (tetrahydrofuran). Run at time 2 hour. The product is C[C@@H]1CN(C[C@H](C1)C)CCCOC1=CC=C(C=C1)C(CC=O)=O (trans-3,5-dimethyl-1-{3-[4-(3-oxopropanoyl)phenoxy]propyl}piperidine). RXN SMILES: [H-].[Na+].[CH:3](OC)=[O:4].[CH3:7][C@H:8]1[CH2:13][C@H:12]([CH3:14])[CH2:11][N:10]([CH2:15][CH2:16][CH2:17][O:18][C:19]2[CH:24]=[CH:23][C:22]([C:25](=[O:27])[CH3:26])=[CH:21][CH:20]=2)[CH2:9]1.Cl>O1CCCC1>[CH3:14][C@H:12]1[CH2:13][C@H:8]([CH3:7])[CH2:9][N:10]([CH2:15][CH2:16][CH2:17][O:18][C:19]2[CH:24]=[CH:23][C:22]([C:25](=[O:27])[CH2:26][CH:3]=[O:4])=[CH:21][CH:20]=2)[CH2:11]1 |f:0.1|. Procedure details: To a suspension of sodium hydride (82 mg, 60% in paraffin) are added methyl formate (150 μL) and a solution of trans-3,5-dimethyl-1-[3-(4-acetylphenoxy)propyl]piperidine (610 mg) in tetrahydrofuran (0.4 mL). The mixture is stirred for two hours at room temperature then hydrolysed with a 1N aqueous hydrochloric acid solution keeping the pH alkaline. The solution is extracted twice with ethyl acetate. The extracts are pooled, dried over magnesium sulphate, concentrated under reduced pressure and p...